From a dataset of the Open Reaction Database (ORD), a public repository of structured organic reaction records. describe an organic reaction: reactants, conditions, products, and yield The reactants are C1(C=2C(C(N1C1[C@@H]3N(C(=C(CS3)CSC=3SC(=NN3)C)C(=O)OC(C3=CC=CC=C3)C3=CC=CC=C3)C1=O)=O)=CC=CC2)=O (benzhydryl 7-phthalimido-3-(5-methyl-1,3,4-thiadiazol-2-yl)thiomethyl-3-cephem-4-carboxylate), S(O)(O)(=O)=O (sulfuric acid), C1CCOC1 (THF), [S-2].[Na+].[Na+] (sodium sulfide). The solvent is C(C)(=O)OCC (ethyl acetate), O (water), O (water). Conditions: time 15 minute. The product is C(=O)(O)C1=C(C(=O)NC2[C@@H]3N(C(=C(CS3)CSC=3SC(=NN3)C)C(=O)OC(C3=CC=CC=C3)C3=CC=CC=C3)C2=O)C=CC=C1 (Benzhydryl 7-(2-carboxybenzamido)-3-(5-methyl-1,3,4-thiadiazol-2-yl)thiomethyl-3-cephem-4-carboxylate). As a reaction SMILES: [C:1]1(=[O:44])[N:5]([CH:6]2[C:37](=[O:38])[N:8]3[C:9]([C:21]([O:23][CH:24]([C:31]4[CH:36]=[CH:35][CH:34]=[CH:33][CH:32]=4)[C:25]4[CH:30]=[CH:29][CH:28]=[CH:27][CH:26]=4)=[O:22])=[C:10]([CH2:13][S:14][C:15]4[S:16][C:17]([CH3:20])=[N:18][N:19]=4)[CH2:11][S:12][C@H:7]23)[C:4](=[O:39])[C:3]2=[CH:40][CH:41]=[CH:42][CH:43]=[C:2]12.C1C[O:48]CC1.[S-2].[Na+].[Na+].S(=O)(=O)(O)O>C(OCC)(=O)C.O>[C:1]([C:2]1[CH:43]=[CH:42][CH:41]=[CH:40][C:3]=1[C:4]([NH:5][CH:6]1[C:37](=[O:38])[N:8]2[C:9]([C:21]([O:23][CH:24]([C:31]3[CH:36]=[CH:35][CH:34]=[CH:33][CH:32]=3)[C:25]3[CH:26]=[CH:27][CH:28]=[CH:29][CH:30]=3)=[O:22])=[C:10]([CH2:13][S:14][C:15]3[S:16][C:17]([CH3:20])=[N:18][N:19]=3)[CH2:11][S:12][C@H:7]12)=[O:39])([OH:48])=[O:44] |f:2.3.4|. Procedure: A solution of benzhydryl 7-phthalimido-3-(5-methyl-1,3,4-thiadiazol-2-yl)thiomethyl-3-cephem-4-carboxylate (2 mmol.) in 25 ml. of THF and 8 ml. of water is cooled in an ice-water bath, and 660 mg. of Na2S.9H2O are then added. The mixture is stirred for 15 minutes, and 10 ml. of water and 40 ml. of ethyl acetate are added. The layers are separated, and a neutral material is obtained from the ethyl acetate layer. The aqueous layer is acidified to pH 4.3 with 1N sulfuric acid and is extracted twice... The reactants are C(C1=CC=CC=C1)OC1=C(C(=C(C=C1)F)F)F (1-benzyloxy-2,3,4-trifluorobenzene), C(C)(C)[N-]C(C)C.[Li+] (lithium diisopropylamide), C(=O)=O (dry ice). Solvent: C1CCOC1 (THF). Reaction conditions: temperature -78 celsius, time 1 hour. Yields the product C(C1=CC=CC=C1)OC=1C(=C(C(=C(C(=O)O)C1)F)F)F (5-benzyloxy-2,3,4-trifluorobenzoic acid). Isolated yield 81.9%. RXN SMILES: [CH2:1]([O:8][C:9]1[CH:14]=[CH:13][C:12]([F:15])=[C:11]([F:16])[C:10]=1[F:17])[C:2]1[CH:7]=[CH:6][CH:5]=[CH:4][CH:3]=1.C([N-]C(C)C)(C)C.[Li+].[C:26](=[O:28])=[O:27]>C1COCC1>[CH2:1]([O:8][C:9]1[C:10]([F:17])=[C:11]([F:16])[C:12]([F:15])=[C:13]([CH:14]=1)[C:26]([OH:28])=[O:27])[C:2]1[CH:3]=[CH:4][CH:5]=[CH:6][CH:7]=1 |f:1.2|. Reported procedure: To a solution of 1-benzyloxy-2,3,4-trifluorobenzene (19.89 g, 83.6 mmol) in anhydrous THF (120 mL) was added lithium diisopropylamide (2.0 M in THF, 42.6 mL, 85.2 mmol) at −78° C. under nitrogen atmosphere. After stirring for 1 h at −78° C., the mixture was transferred to a bottle with dry ice (20.0 g, 454.5 mmol). The mixture was stirred overnight at ambient temperature. The reaction was quenched with 10% aqueous HCl (300 mL). The mixture was extracted with ethyl acetate (200 mL×3). The combine... Starting materials: CC(=O)OCc1nc(-c2cccc(C(F)(F)F)c2)sc1Br, CCO, Cl, [Na+], C1CCOC1, [OH-]. The product is OCc1nc(-c2cccc(C(F)(F)F)c2)sc1Br. Reaction SMILES: [C:1](=[O:2])([CH3:3])[O:4][CH2:5][c:6]1[n:7][c:8](-[c:12]2[cH:13][c:14]([C:18]([F:19])([F:20])[F:21])[cH:15][cH:16][cH:17]2)[s:9][c:10]1[Br:11].[CH2:30]([OH:31])[CH3:32].[ClH:24].[Na+:23].[O:25]1[CH2:26][CH2:27][CH2:28][CH2:29]1.[OH-:22]>>[OH:4][CH2:5][c:6]1[n:7][c:8](-[c:12]2[cH:13][c:14]([C:18]([F:19])([F:20])[F:21])[cH:15][cH:16][cH:17]2)[s:9][c:10]1[Br:11]. Reaction conditions: time 5 minute. RXN SMILES: C([Li])CCC.[CH3:6][O:7][C:8](=[O:12])[CH:9]([CH3:11])[CH3:10].[CH:13]([C:15]([CH2:17][CH3:18])=[O:16])=[CH2:14]>CCCCCC.O1CCCC1>[CH3:6][O:7][C:8](=[O:12])[C:9]([CH3:11])([CH3:10])[CH:14]=[CH:13][C:15](=[O:16])[CH2:17][CH3:18]. Run in CCCCCC (hexane), O1CCCC1 (tetrahydrofuran), O1CCCC1 (THF). Yields the product COC(C(C=CC(CC)=O)(C)C)=O (2,2-Dimethyl-5-oxoheptenoic acid methyl ester). The reactants are C(CCC)[Li] (n-butyllithium), COC(C(C)C)=O (Methylisobutyrate), C(=C)C(=O)CC (ethyl vinyl ketone). Reported procedure: A solution of n-butyllithium in hexane (224 ml; 2.2 M) was added to tetrahydrofuran (THF, 300 ml) at -60° followed by diiospropylamine (52 g) and this mixture was then warmed to room temperature stirred for 5 min and then cooled to -72° C. Methylisobutyrate (50 g) was then slowly added and the mixture was stirred for 11/2 hr at -70° C. Freshly distilled ethyl vinyl ketone (42 g) in THF (60 ml) was added to the above mixture over 10 min and the mixture was then stirred for a further 1/2 hr at -60... Yields the product CS(=O)(=O)N1CCOC2=C1C=C(C=C2)CN2CCN(CC2)CCOC2=C1C=CC(=NC1=CC=C2)C (4-Methanesulfonyl-6-{4-[2-(2-methylquinolin-5-yloxy)ethyl]piperazin-1-ylmethyl}-3,4-dihydro-2H-benzo[1,4]oxazine). Isolated yield 36.2%. Reaction conditions: time 48 hour. As a reaction SMILES: [CH3:1][S:2]([N:5]1[C:10]2[CH:11]=[C:12]([CH2:15][N:16]3[CH2:21][CH2:20][NH:19][CH2:18][CH2:17]3)[CH:13]=[CH:14][C:9]=2[O:8][CH2:7][CH2:6]1)(=[O:4])=[O:3].Br[CH2:23][CH2:24][O:25][C:26]1[CH:35]=[CH:34][CH:33]=[C:32]2[C:27]=1[CH:28]=[CH:29][C:30]([CH3:36])=[N:31]2.C(N(CC)C(C)C)(C)C>C(O)(C)C>[CH3:1][S:2]([N:5]1[C:10]2[CH:11]=[C:12]([CH2:15][N:16]3[CH2:17][CH2:18][N:19]([CH2:23][CH2:24][O:25][C:26]4[CH:35]=[CH:34][CH:33]=[C:32]5[C:27]=4[CH:28]=[CH:29][C:30]([CH3:36])=[N:31]5)[CH2:20][CH2:21]3)[CH:13]=[CH:14][C:9]=2[O:8][CH2:7][CH2:6]1)(=[O:4])=[O:3]. Procedure details: The title compound was prepared by reaction of 4-methanesulfonyl-6-(piperazin-1-ylmethyl)-3,4-dihydro-2H-benzo[1,4]oxazine (0.145 g, 1 mmol), 5-(2-bromoethoxy)-2-methylquinoline (0.266 g, 1 mmol) and N,N-diisopropylethylamine (1.29 g, 10 mmol) in isopropyl alcohol (8 mL). The mixture was heated at reflux with stirring in a reaction block for 48 h. The reaction mixture was cooled, and the isopropyl alcohol evaporated in vacuo. The residue was partitioned between dichloromethane (5 mL), and water ... The reactants are CS(=O)(=O)N1CCOC2=C1C=C(C=C2)CN2CCNCC2 (4-methanesulfonyl-6-(piperazin-1-ylmethyl)-3,4-dihydro-2H-benzo[1,4]oxazine), BrCCOC1=C2C=CC(=NC2=CC=C1)C (5-(2-bromoethoxy)-2-methylquinoline), C(C)(C)N(C(C)C)CC (N,N-diisopropylethylamine). Solvent: C(C)(C)O (isopropyl alcohol). Reactants: C(CCC)[Li] (n-butyllithium), stainless steel, C(=O)=O.CC(=O)C (dry ice acetone), stainless steel, ¼-34, stainless steel, B(F)(F)F (BF3), stainless steel, S1C=NC=C1 (Thiazole), O=C1C=2C=CC(=CC2CCC1)C(=O)OC (methyl 5-oxo-5,6,7,8-tetrahydronaphthalene-2-carboxylate). Solvent: CO (methanol), C1CCOC1 (THF). Product: OC1(C=2C=CC(=CC2CCC1)C(=O)OC)C=1SC=CN1 ((Rac)-Methyl 5-hydroxy-5-(thiazol-2-yl)-5,6,7,8-tetrahydronapthalene-2-carboxylate). As a reaction SMILES: C([Li])CCC.[S:6]1[CH:10]=[CH:9][N:8]=[CH:7]1.[O:11]=[C:12]1[CH2:21][CH2:20][CH2:19][C:18]2[CH:17]=[C:16]([C:22]([O:24][CH3:25])=[O:23])[CH:15]=[CH:14][C:13]1=2.B(F)(F)F.C(=O)=O.CC(C)=O>C1COCC1.CO>[OH:11][C:12]1([C:7]2[S:6][CH:10]=[CH:9][N:8]=2)[CH2:21][CH2:20][CH2:19][C:18]2[CH:17]=[C:16]([C:22]([O:24][CH3:25])=[O:23])[CH:15]=[CH:14][C:13]1=2 |f:4.5|. Procedure details: A solution of n-butyllithium (2.3 M in hexanes) is pumped (push-pull syringe-pump) to a ⅛″ tee with a pressure gauge and 2 feet of ⅛″ stainless steel tubing (for pre-cooling). This tubing is connected to a ¼ inch T-mixer. Thiazole (0.5 M in THF) is pumped using a pump, 100 μL head (Fluid Metering, Inc., Syosset, N.Y. USA) to 2 feet of ⅛″ stainless steel tubing (for pre-cooling) connected to the same T-mixer. The T-mixer is connected to a static mixer ¼-34 (5.3 mL) (Koflo Corporation, Cary, Ill. ...